Dataset: the Open Reaction Database (ORD), a public repository of structured organic reaction records. Task: describe an organic reaction: reactants, conditions, products, and yield Reactants: CO, COCCCOC(=O)c1ccc(C(F)F)c(OCCCOC)c1, [K+], [OH-]. Yields the product COCCCOc1cc(C(=O)O)ccc1C(F)F. Reaction SMILES: [CH3:26][OH:27].[CH3:3][O:4][CH2:5][CH2:6][CH2:7][O:8][C:9]([c:10]1[cH:11][c:12]([O:19][CH2:20][CH2:21][CH2:22][O:23][CH3:24])[c:13]([CH:16]([F:17])[F:18])[cH:14][cH:15]1)=[O:25].[K+:2].[OH-:1]>>[O:8]=[C:9]([c:10]1[cH:11][c:12]([O:19][CH2:20][CH2:21][CH2:22][O:23][CH3:24])[c:13]([CH:16]([F:17])[F:18])[cH:14][cH:15]1)[OH:25].